describe an organic reaction: reactants, conditions, products, and yield From a dataset of the Open Reaction Database (ORD), a public repository of structured organic reaction records. Reactants: C=CCBr, O=C([O-])O, C1=CC2=C(CCCC2)n2c3c(c4cnccc42)CCC=C13, CN(C)C=O, [Na+], O. Product: C=CCC1CCC2=C(C=CC3=CCCc4c3n2c2ccncc42)C1. As a reaction SMILES: [Br:22][CH2:23][CH:24]=[CH2:25].[C:26](=[O:27])([OH:28])[O-:29].[CH2:1]1[CH2:2][CH2:3][CH2:4][C:5]2=[C:11]1[n:10]1[c:9]3[c:14]([c:13]4[c:12]1[cH:21][cH:20][n:19][cH:18]4)[CH2:15][CH2:16][CH:17]=[C:8]3[CH:7]=[CH:6]2.[CH3:31][N:32]([CH3:33])[CH:34]=[O:35].[Na+:30].[OH2:36]>>[CH2:1]1[CH2:2][CH:3]([CH2:25][CH:24]=[CH2:23])[CH2:4][C:5]2=[C:11]1[n:10]1[c:9]3[c:14]([c:13]4[c:12]1[cH:21][cH:20][n:19][cH:18]4)[CH2:15][CH2:16][CH:17]=[C:8]3[CH:7]=[CH:6]2.